From a dataset of the Open Reaction Database (ORD), a public repository of structured organic reaction records. describe an organic reaction: reactants, conditions, products, and yield The reactants are solution, C(CCC)[Li] (n-butyl lithium), CCCCCC (hexane), CN(C)CCN(C)C (TMEDA), C(C)C12C(=O)OC(NC1C=CC=C2C(C)C)=O (1-ethyl-6-i-propylisatoic anhydride), C1(CCCC2=CC=CC=C12)=O (1-tetralone). Run in C1CCOC1 (THF), [Cl-].[NH4+] (ammonium chloride), C1CCOC1 (THF). The product is C(C)C1=CC2=C(CCC=3C(C=4C=C(C=CC4NC23)C(C)C)=O)C=C1 (2-Ethyl-9-isopropyl-6,12-dihydrobenzo[c]acridin-7 (5H)-one). RXN SMILES: [CH2:1]([Li])[CH2:2][CH2:3][CH3:4].[CH3:6][CH2:7][CH2:8]CCC.CN(CCN(C)C)C.[C:20]1(=O)[C:29]2[C:24](=[CH:25]C=CC=2)[CH2:23][CH2:22][CH2:21]1.C([C:33]12[C:43](C(C)C)=[CH:42][CH:41]=[CH:40][CH:39]1[NH:38][C:37](=O)[O:36][C:34]2=O)C>C1COCC1.[Cl-].[NH4+]>[CH2:3]([C:2]1[CH:1]=[CH:25][C:24]2[CH2:29][CH2:20][C:21]3[C:34](=[O:36])[C:33]4[CH:43]=[C:42]([CH:7]([CH3:8])[CH3:6])[CH:41]=[CH:40][C:39]=4[NH:38][C:37]=3[C:23]=2[CH:22]=1)[CH3:4] |f:6.7|. Procedure details: To a 1.6M solution of n-butyl lithium in hexane (1.6 mL, 2.6 mmol) was added TMEDA (0.4 mL, 2.6 mmol) under argon atmosphere at room temperature with stirring. To this was added with ice cooling a solution of 1-tetralone (0.38 g, 2.6 mmol) in anhydrous THF followed by stirring for 1 hour under ice cooling. Thereafter, a solution of 1-ethyl-6-i-propylisatoic anhydride (0.3 g, 1.3 mmol) in anhydrous THF was added dropwise followed by stirring at room temperature for 1.5 hours. The reaction mixture... Reactants: CC(C)(C)OC(=O)N1CCC(c2ccc(C(=O)O)c3ccccc23)CC1, COc1cc2c(cc1N1CC(C)N(C)C(C)C1)NCC2. Yields the product COc1cc2c(cc1N1CC(C)N(C)C(C)C1)N(C(=O)c1ccc(C3CCN(C(=O)OC(C)(C)C)CC3)c3ccccc13)CC2. Reaction SMILES: [C:1]([CH3:2])([CH3:3])([CH3:4])[O:5][C:6](=[O:7])[N:8]1[CH2:9][CH2:10][CH:11]([c:14]2[cH:15][cH:16][c:17]([C:24](=[O:25])[OH:26])[c:18]3[cH:19][cH:20][cH:21][cH:22][c:23]23)[CH2:12][CH2:13]1.[CH3:27][O:28][c:29]1[cH:30][c:31]2[c:35]([cH:36][c:37]1[N:38]1[CH2:39][CH:40]([CH3:46])[N:41]([CH3:45])[CH:42]([CH3:44])[CH2:43]1)[NH:34][CH2:33][CH2:32]2>>[C:1]([CH3:2])([CH3:3])([CH3:4])[O:5][C:6](=[O:7])[N:8]1[CH2:9][CH2:10][CH:11]([c:14]2[cH:15][cH:16][c:17]([C:24](=[O:25])[N:34]3[CH2:33][CH2:32][c:31]4[cH:30][c:29]([O:28][CH3:27])[c:37]([N:38]5[CH2:39][CH:40]([CH3:46])[N:41]([CH3:45])[CH:42]([CH3:44])[CH2:43]5)[cH:36][c:35]43)[c:18]3[cH:19][cH:20][cH:21][cH:22][c:23]23)[CH2:12][CH2:13]1. Reactants: COC(=O)CBr, CN(C)C=O, Cl, [H-], [Na+], COc1cc(OC)c(C(C)=O)c(O)c1CCC(C)C. Product: COC(=O)COc1c(CCC(C)C)c(OC)cc(OC)c1C(C)=O. As a reaction SMILES: [Br:22][CH2:23][C:24](=[O:25])[O:26][CH3:27].[CH3:29][N:30]([CH3:31])[CH:32]=[O:33].[ClH:28].[H-:20].[Na+:21].[OH:1][c:2]1[c:3]([C:17]([CH3:18])=[O:19])[c:4]([O:15][CH3:16])[cH:5][c:6]([O:13][CH3:14])[c:7]1[CH2:8][CH2:9][CH:10]([CH3:11])[CH3:12]>>[O:1]([c:2]1[c:3]([C:17]([CH3:18])=[O:19])[c:4]([O:15][CH3:16])[cH:5][c:6]([O:13][CH3:14])[c:7]1[CH2:8][CH2:9][CH:10]([CH3:11])[CH3:12])[CH2:23][C:24](=[O:25])[O:26][CH3:27]. The reactants are C1(=CC=CC=C1)C(C1=CC=CC=C1)N (diphenylmethylamine), mercuric chloride, NC=1SC=CN1 (2-aminothiazole), C(=S)(C=1NC=CN1)C=1NC=CN1 (thiocarbonyl dimidazole), ClC1=C(C=CC(=C1)Cl)C(CN1C=NC=C1)N (1-(2,4-dichlorophenyl)-2-(imidazol-1-yl)ethylamine). Run in C(C)#N (acetonitrile). Conditions: temperature 65 celsius, time 5 hour. The product is Cl.C1(=CC=CC=C1)C(NC(=NC=1SC=CN1)NC(CN1C=NC=C1)C1=C(C=C(C=C1)Cl)Cl)C1=CC=CC=C1 (N-(Diphenylmethyl)-N′-[1-(2,4-dichlorophenyl)-2-(imidazol-1-yl) ethyl]-N″-(thiazol-2-yl)guanidine hydrochloride). RXN SMILES: [NH2:1][C:2]1[S:3][CH:4]=[CH:5][N:6]=1.[C:7](C1NC=CN=1)(C1NC=CN=1)=S.[Cl:19][C:20]1[CH:25]=[C:24]([Cl:26])[CH:23]=[CH:22][C:21]=1[CH:27]([NH2:34])[CH2:28][N:29]1[CH:33]=[CH:32][N:31]=[CH:30]1.[C:35]1([CH:41]([NH2:48])[C:42]2[CH:47]=[CH:46][CH:45]=[CH:44][CH:43]=2)[CH:40]=[CH:39][CH:38]=[CH:37][CH:36]=1>C(#N)C>[ClH:19].[C:35]1([CH:41]([C:42]2[CH:43]=[CH:44][CH:45]=[CH:46][CH:47]=2)[NH:48][C:7]([NH:34][CH:27]([C:21]2[CH:22]=[CH:23][C:24]([Cl:26])=[CH:25][C:20]=2[Cl:19])[CH2:28][N:29]2[CH:33]=[CH:32][N:31]=[CH:30]2)=[N:1][C:2]2[S:3][CH:4]=[CH:5][N:6]=2)[CH:40]=[CH:39][CH:38]=[CH:37][CH:36]=1 |f:5.6|. Reported procedure: To a stirred solution of 2-aminothiazole (100 mg) in acetonitrile (3 mL) was added thiocarbonyl dimidazole (180 mg, 1.0 mmol). The mixture was allowed to stir at rt for 2 h and at 65° C. for 5 h, and then 1-(2,4-dichlorophenyl)-2-(imidazol-1-yl)ethylamine (250 mg, 1.0 mmol) was added. This was allowed to stir for 5 h at 65° C. The mixture was cooled to rt, and diphenylmethylamine was added, followed by TEA and mercuric chloride. The suspension was allowed to stir at rt for 3 h and filtered. The ... As a reaction SMILES: [BH4-:48].[C:1]([CH3:2])([CH3:3])([CH3:4])[c:5]1[cH:6][c:7]2[c:8]([cH:46][cH:47]1)[C:9](=[O:45])[N:10]([c:14]1[c:15]([CH:16]=[O:17])[c:18](-[c:22]3[cH:23][n:24]([CH3:44])[c:25](=[O:43])[c:26]([NH:28][c:29]4[n:30][cH:31][c:32]([C:35](=[O:36])[N:37]5[CH2:38][CH2:39][O:40][CH2:41][CH2:42]5)[cH:33][cH:34]4)[cH:27]3)[cH:19][cH:20][cH:21]1)[CH2:11][CH2:12][O:13]2.[CH2:54]1[O:55][CH2:56][CH2:57][CH2:58]1.[CH:50]([OH:51])([CH3:52])[CH3:53].[Na+:49]>>[C:1]([CH3:2])([CH3:3])([CH3:4])[c:5]1[cH:6][c:7]2[c:8]([cH:46][cH:47]1)[C:9](=[O:45])[N:10]([c:14]1[c:15]([CH2:16][OH:17])[c:18](-[c:22]3[cH:23][n:24]([CH3:44])[c:25](=[O:43])[c:26]([NH:28][c:29]4[n:30][cH:31][c:32]([C:35](=[O:36])[N:37]5[CH2:38][CH2:39][O:40][CH2:41][CH2:42]5)[cH:33][cH:34]4)[cH:27]3)[cH:19][cH:20][cH:21]1)[CH2:11][CH2:12][O:13]2. Starting materials: [BH4-], Cn1cc(-c2cccc(N3CCOc4cc(C(C)(C)C)ccc4C3=O)c2C=O)cc(Nc2ccc(C(=O)N3CCOCC3)cn2)c1=O, C1CCOC1, CC(C)O, [Na+]. Product: Cn1cc(-c2cccc(N3CCOc4cc(C(C)(C)C)ccc4C3=O)c2CO)cc(Nc2ccc(C(=O)N3CCOCC3)cn2)c1=O.